Task: describe an organic reaction: reactants, conditions, products, and yield. Dataset: the Open Reaction Database (ORD), a public repository of structured organic reaction records The reactants are CS(C)=O, CCc1c(Cl)ncnc1OC1CCN(C(=O)OC(C)C)CC1, CS(=O)(=O)c1ccc(O)c(F)c1, [H-], [Na+]. The product is CCc1c(Oc2ccc(S(C)(=O)=O)cc2F)ncnc1OC1CCN(C(=O)OC(C)C)CC1. As a reaction SMILES: [CH3:37][S:38]([CH3:39])=[O:40].[CH:1]([CH3:2])([CH3:3])[O:4][C:5](=[O:6])[N:7]1[CH2:8][CH2:9][CH:10]([O:13][c:14]2[n:15][cH:16][n:17][c:18]([Cl:22])[c:19]2[CH2:20][CH3:21])[CH2:11][CH2:12]1.[F:23][c:24]1[c:25]([OH:34])[cH:26][cH:27][c:28]([S:30](=[O:31])(=[O:32])[CH3:33])[cH:29]1.[H-:35].[Na+:36]>>[CH:1]([CH3:2])([CH3:3])[O:4][C:5](=[O:6])[N:7]1[CH2:8][CH2:9][CH:10]([O:13][c:14]2[n:15][cH:16][n:17][c:18]([O:34][c:25]3[c:24]([F:23])[cH:29][c:28]([S:30](=[O:31])(=[O:32])[CH3:33])[cH:27][cH:26]3)[c:19]2[CH2:20][CH3:21])[CH2:11][CH2:12]1. Starting materials: COC(=O)CN(CCNC(c1ccccc1)(c1ccccc1)c1ccc(OC)cc1)C(=O)Cc1n[nH]c2ncnc(NC(=O)c3ccc(OC)cc3)c12, [Na+], C1COCCO1, [OH-]. The product is COc1ccc(C(=O)Nc2ncnc3[nH]nc(CC(=O)N(CCNC(c4ccccc4)(c4ccccc4)c4ccc(OC)cc4)CC(=O)O)c23)cc1. RXN SMILES: [CH3:1][O:2][c:3]1[cH:4][cH:5][c:6]([C:9]([c:10]2[cH:11][cH:12][cH:13][cH:14][cH:15]2)([c:16]2[cH:17][cH:18][cH:19][cH:20][cH:21]2)[NH:22][CH2:23][CH2:24][N:25]([CH2:26][C:27](=[O:28])[O:29][CH3:30])[C:31]([CH2:32][c:33]2[n:34][nH:35][c:36]3[n:37][cH:38][n:39][c:40]([NH:42][C:43](=[O:44])[c:45]4[cH:46][cH:47][c:48]([O:51][CH3:52])[cH:49][cH:50]4)[c:41]23)=[O:53])[cH:7][cH:8]1.[Na+:55].[O:56]1[CH2:57][CH2:58][O:59][CH2:60][CH2:61]1.[OH-:54]>>[CH3:1][O:2][c:3]1[cH:4][cH:5][c:6]([C:9]([c:10]2[cH:11][cH:12][cH:13][cH:14][cH:15]2)([c:16]2[cH:17][cH:18][cH:19][cH:20][cH:21]2)[NH:22][CH2:23][CH2:24][N:25]([CH2:26][C:27](=[O:28])[OH:29])[C:31]([CH2:32][c:33]2[n:34][nH:35][c:36]3[n:37][cH:38][n:39][c:40]([NH:42][C:43](=[O:44])[c:45]4[cH:46][cH:47][c:48]([O:51][CH3:52])[cH:49][cH:50]4)[c:41]23)=[O:53])[cH:7][cH:8]1. Reactants: O1C(CCCC1)N1N=CC=C1B1OC(C(O1)(C)C)(C)C (1-(tetrahydro-2H-pyran-2-yl)-5-(4,4,5,5-tetramethyl-1,3,2-dioxaborolan-2-yl)-1H-pyrazole), BrC1=NC=C(C=C1)F (2-bromo-5-fluoropyridine), aqueous solution, C(=O)([O-])[O-].[Na+].[Na+] (Na2CO3), O (water). The reagents and catalysts are C=1C=CC(=CC1)[P](C=2C=CC=CC2)(C=3C=CC=CC3)[Pd]([P](C=4C=CC=CC4)(C=5C=CC=CC5)C=6C=CC=CC6)([P](C=7C=CC=CC7)(C=8C=CC=CC8)C=9C=CC=CC9)[P](C=1C=CC=CC1)(C=1C=CC=CC1)C=1C=CC=CC1 (Pd(PPh3)4). Solvent: C(C)O (ethanol), C1(=CC=CC=C1)C (toluene), CCOC(=O)C (EtOAc). Conditions: time 30 minute. Product: FC=1C=CC(=NC1)C1=CC=NN1C1OCCCC1 (5-Fluoro-2-[1-(tetrahydro-2H-pyran-2-yl)-1H-pyrazol-5-yl]pyridine). The yield is 122.6%. RXN SMILES: [O:1]1[CH2:6][CH2:5][CH2:4][CH2:3][CH:2]1[N:7]1[C:11](B2OC(C)(C)C(C)(C)O2)=[CH:10][CH:9]=[N:8]1.Br[C:22]1[CH:27]=[CH:26][C:25]([F:28])=[CH:24][N:23]=1.C([O-])([O-])=O.[Na+].[Na+].O>C(O)C.C1(C)C=CC=CC=1.C1C=CC([P]([Pd]([P](C2C=CC=CC=2)(C2C=CC=CC=2)C2C=CC=CC=2)([P](C2C=CC=CC=2)(C2C=CC=CC=2)C2C=CC=CC=2)[P](C2C=CC=CC=2)(C2C=CC=CC=2)C2C=CC=CC=2)(C2C=CC=CC=2)C2C=CC=CC=2)=CC=1.CCOC(C)=O>[F:28][C:25]1[CH:26]=[CH:27][C:22]([C:11]2[N:7]([CH:2]3[CH2:3][CH2:4][CH2:5][CH2:6][O:1]3)[N:8]=[CH:9][CH:10]=2)=[N:23][CH:24]=1 |f:2.3.4,^1:49,51,70,89|. Reported procedure: To a mixed solution of 1-(tetrahydro-2H-pyran-2-yl)-5-(4,4,5,5-tetramethyl-1,3,2-dioxaborolan-2-yl)-1H-pyrazole (100.5 g, 0.36 mol), 2-bromo-5-fluoropyridine (56.5 g, 0.33 mol), and Pd(PPh3)4 (38.0 g, 32.6 mmol) in ethanol (300 mL) and toluene (300 mL), a 2M aqueous solution of Na2CO3 (0.49 L, 0.99 mol) was added, and the resulting mixture was heated to reflux for 2 hours. The reaction mixture was allowed to cool to room temperature, then water and EtOAc were added thereto, and the resulting mix...